Dataset: the Open Reaction Database (ORD), a public repository of structured organic reaction records. Task: describe an organic reaction: reactants, conditions, products, and yield Reactants: CC(C)(C)OC(=O)N, CC1=CC(=C(N=C1)Cl)F. The reagents and catalysts are C(=O)([O-])[O-].[Cs+].[Cs+], CC1(C2=C(C(=CC=C2)P(C3=CC=CC=C3)C4=CC=CC=C4)OC5=C1C=CC=C5P(C6=CC=CC=C6)C7=CC=CC=C7)C, CC(=O)O.CC(=O)O.[Pd]. Solvent: C1COCCO1. Conditions: temperature 100 celsius. Yields the product CC1=CC(=C(N=C1)NC(=O)OC(C)(C)C)F. Isolated yield 25.7%. Procedure: diacetoxypalladium (15.42 mg, 0.07 mmol) and(9,9-dimethyl-9H-xanthene-4,5-diyl)bis(diphenylphosphine) (39.8 mg, 0.07 mmol) were added to a degassed mixture of 2-chloro-3-fluoro-5-methylpyridine (100 mg, 0.69 mmol), tert-butyl carbamate (121 mg, 1.03 mmol) and cesium carbonate (336 mg, 1.03 mmol) in dioxane (10 mL) at 21°C. The resulting mixture was stirred at 100 °C for 16 hours.Filtered through celite and adsorbed onto silica.  The crude product was purified by flash silica chromatography, elut... The reactants are C([O-])([O-])=O.[K+].[K+] (potassium carbonate), P(=S)(OC)(OC)Cl (O,O-dimethyl chlorothiophosphate), C(#N)C=1SC(=CC1O)C (2-cyano-3-hydroxy-5-methyl-thiophene). Run in CC(=O)C (acetone). Run at temperature 20 celsius, time 15 hour. The product is C(#N)C=1SC(=CC1OP(=S)(OC)OC)C (2-cyano-3-(dimethoxythiophosphoryloxy)-5-methyl-thiophene). Yield: 89.1%. RXN SMILES: C(=O)([O-])[O-].[K+].[K+].[P:7](Cl)([O:11][CH3:12])([O:9][CH3:10])=[S:8].[C:14]([C:16]1[S:17][C:18]([CH3:22])=[CH:19][C:20]=1[OH:21])#[N:15]>CC(C)=O>[C:14]([C:16]1[S:17][C:18]([CH3:22])=[CH:19][C:20]=1[O:21][P:7]([O:11][CH3:12])([O:9][CH3:10])=[S:8])#[N:15] |f:0.1.2|. Procedure: 11.2 g of potassium carbonate and 12.8 g of O,O-dimethyl chlorothiophosphate were added to a solution of 11.2 g of 2-cyano-3-hydroxy-5-methyl-thiophene in 200 ml of acetone and the mixture was stirred for 15 hours at 20° C. and was then filtered. The filtrate was evaporated to dryness and the residue was chromatographed over silica gel. Elution with a 7-3 cyclohexane-ethyl acetate mixture yielded 18.7 g of 2-cyano-3-(dimethoxythiophosphoryloxy)-5-methyl-thiophene with a refractive index of nD20 ... Reactants: CCCN, O=C(O)Cc1ccc(C(=O)Nc2cccc(Cl)c2Cl)cc1, C1CCOC1, O. Yields the product CCCNC(=O)Cc1ccc(C(=O)Nc2cccc(Cl)c2Cl)cc1. As a reaction SMILES: [CH2:23]([CH2:24][CH3:25])[NH2:26].[Cl:1][c:2]1[c:3]([NH:9][C:10](=[O:11])[c:12]2[cH:13][cH:14][c:15]([CH2:18][C:19](=[O:20])[OH:21])[cH:16][cH:17]2)[cH:4][cH:5][cH:6][c:7]1[Cl:8].[O:27]1[CH2:28][CH2:29][CH2:30][CH2:31]1.[OH2:22]>>[Cl:1][c:2]1[c:3]([NH:9][C:10](=[O:11])[c:12]2[cH:13][cH:14][c:15]([CH2:18][C:19](=[O:21])[NH:26][CH2:23][CH2:24][CH3:25])[cH:16][cH:17]2)[cH:4][cH:5][cH:6][c:7]1[Cl:8]. The reactants are CC(C)(C)OC(=O)N1CCC(n2cc(B3OC(C)(C)C(C)(C)O3)cn2)CC1, CO, [Cs+], [F-], COC(=O)c1cccc2nc(-c3cc(Br)cnc3N)oc12. Product: COC(=O)c1cccc2nc(-c3cc(-c4cnn(C5CCN(C(=O)OC(C)(C)C)CC5)c4)cnc3N)oc12. Reaction SMILES: [CH3:1][C:2]1([CH3:3])[C:4]([CH3:5])([CH3:6])[O:7][B:8]([c:9]2[cH:10][n:11][n:12]([CH:14]3[CH2:15][CH2:16][N:17]([C:20](=[O:21])[O:22][C:23]([CH3:24])([CH3:25])[CH3:26])[CH2:18][CH2:19]3)[cH:13]2)[O:27]1.[CH3:51][OH:52].[Cs+:50].[F-:49].[NH2:28][c:29]1[n:30][cH:31][c:32]([Br:48])[cH:33][c:34]1-[c:35]1[o:36][c:37]2[c:38]([n:39]1)[cH:40][cH:41][cH:42][c:43]2[C:44](=[O:45])[O:46][CH3:47]>>[c:9]1(-[c:32]2[cH:31][n:30][c:29]([NH2:28])[c:34](-[c:35]3[o:36][c:37]4[c:38]([n:39]3)[cH:40][cH:41][cH:42][c:43]4[C:44](=[O:45])[O:46][CH3:47])[cH:33]2)[cH:10][n:11][n:12]([CH:14]2[CH2:15][CH2:16][N:17]([C:20](=[O:21])[O:22][C:23]([CH3:24])([CH3:25])[CH3:26])[CH2:18][CH2:19]2)[cH:13]1. Starting materials: Cc1ccc(F)cc1C(=O)O, O=[N+]([O-])O, O=S(=O)(O)O. The product is Cc1c(C(=O)O)cc(F)cc1[N+](=O)[O-]. As a reaction SMILES: [F:1][c:2]1[cH:3][cH:4][c:5]([CH3:11])[c:6]([C:7](=[O:8])[OH:9])[cH:10]1.[OH:12][N+:13]([O-:14])=[O:15].[S:16](=[O:17])(=[O:18])([OH:19])[OH:20]>>[F:1][c:2]1[cH:3][c:4]([N+:13](=[O:12])[O-:14])[c:5]([CH3:11])[c:6]([C:7](=[O:8])[OH:9])[cH:10]1. Run in C(C)O (Ethanol), CCO (EtOH). Yield: 90.8%. Run at temperature 65 celsius. Reactants: S(N)(=O)(=O)NC1=C(C#N)C(=CC=C1)OC[C@@H]1CN(CCC1)C(CC(C)C)=O ((S)-2-sulfamoylamino-6-((1-(3-methylbutanoyl)piperidin-3-yl)methoxy)benzonitrile), [OH-].[Na+] (NaOH). As a reaction SMILES: [S:1]([NH:5][C:6]1[CH:13]=[CH:12][CH:11]=[C:10]([O:14][CH2:15][C@H:16]2[CH2:21][CH2:20][CH2:19][N:18]([C:22](=[O:27])[CH2:23][CH:24]([CH3:26])[CH3:25])[CH2:17]2)[C:7]=1[C:8]#[N:9])(=[O:4])(=[O:3])[NH2:2].[OH-].[Na+]>CCO>[NH2:9][C:8]1[C:7]2[C:10]([O:14][CH2:15][C@H:16]3[CH2:21][CH2:20][CH2:19][N:18]([C:22](=[O:27])[CH2:23][CH:24]([CH3:25])[CH3:26])[CH2:17]3)=[CH:11][CH:12]=[CH:13][C:6]=2[NH:5][S:1](=[O:3])(=[O:4])[N:2]=1 |f:1.2|. Reported procedure: To a stirred solution of (S)-2-sulfamoylamino-6-((1-(3-methylbutanoyl)piperidin-3-yl)methoxy)benzonitrile (Example 5a, 19.5 g, 49.4 mmol) in EtOH (130 mL) was added 2N NaOH solution (84 mL) at room temperature. The reaction mixture was then heated at 65° C. until LC/MS confirmed that the starting material was consumed approximately 18 hours. The mixture was concentrated to remove ethanol, diluted with water (500 mL) and washed with ethyl acetate (50 mL×2). Ethanol (100 mL) was added to the aqueo... The product is NC=1C2=C(NS(N1)(=O)=O)C=CC=C2OC[C@@H]2CN(CCC2)C(CC(C)C)=O ((S)-1-(3-(((4-amino-2,2-dioxido-1H-benzo[c][1,2,6]thiadiazin-5-yl)oxy)methyl)piperidin-1-yl)-3-methylbutan-1-one).